Dataset: the Open Reaction Database (ORD), a public repository of structured organic reaction records. Task: describe an organic reaction: reactants, conditions, products, and yield Starting materials: [OH-].[Na+] (sodium hydroxide), [N+](=O)(O)[O-].CSC1=CC=C(C=C1)C(CN1C=NC=C1)CCCC (1-[β-(p-methylthiophenyl) hexyl]imidazole nitric acid salt), O (water), OO (hydrogen peroxide). Run in C(C)(=O)O (acetic acid). Run at time 1 hour. Product: CS(=O)(=O)C1=CC=C(C=C1)C(CN1C=NC=C1)CCCC (1-[β-(p-methylsulfonylphenyl)hexyl]imidazole). RXN SMILES: [N+]([O-])(O)=O.[CH3:5][S:6][C:7]1[CH:12]=[CH:11][C:10]([CH:13]([CH2:20][CH2:21][CH2:22][CH3:23])[CH2:14][N:15]2[CH:19]=[CH:18][N:17]=[CH:16]2)=[CH:9][CH:8]=1.OO.[OH2:26].[OH-:27].[Na+]>C(O)(=O)C>[CH3:5][S:6]([C:7]1[CH:8]=[CH:9][C:10]([CH:13]([CH2:20][CH2:21][CH2:22][CH3:23])[CH2:14][N:15]2[CH:19]=[CH:18][N:17]=[CH:16]2)=[CH:11][CH:12]=1)(=[O:27])=[O:26] |f:0.1,4.5|. Reported procedure: To 7.0g (0.021 mole) of 1-[β-(p-methylthiophenyl) hexyl]imidazole nitric acid salt in 75 ml of glacial acetic acid is added dropwise at less than 10°, 8.0g (0.083 mole) of 35% hydrogen peroxide. When the addition is complete, the reaction is stirred for one hour heated on a steambath for a second hour and then poured into iced water. The solution is made basic to litmus with sodium hydroxide and the product is extracted out with ether. Reactants: CC(C)(C)NC(=O)ONC(C)=O (N-((((1,1-dimethylethyl)amino)carbonyl)oxy)acetamide), CN=C=O (methyl isocyanate). The reagents and catalysts are C(C)N(CC)CC (triethylamine). Solvent: C(Cl)Cl (methylene chloride), C1(=CC=CC=C1)C (toluene). Product: CNC(=O)N(C(C)=O)OC(=O)NC(C)(C)C (N-((methylamino)carbonyl)-N-((((1,1-dimethylethyl)amino)carbonyl)oxy)acetamide). RXN SMILES: [CH3:1][C:2]([NH:5][C:6]([O:8][NH:9][C:10](=[O:12])[CH3:11])=[O:7])([CH3:4])[CH3:3].[CH3:13][N:14]=[C:15]=[O:16]>C(N(CC)CC)C.C(Cl)Cl.C1(C)C=CC=CC=1>[CH3:13][NH:14][C:15]([N:9]([O:8][C:6]([NH:5][C:2]([CH3:1])([CH3:3])[CH3:4])=[O:7])[C:10](=[O:12])[CH3:11])=[O:16]. Reported procedure: N-((((1,1-dimethylethyl)amino)carbonyl)oxy)acetamide (8.7 grams), methyl isocyanate (3.2 grams), and a few drops of triethylamine were stirred at room temperature in 150 ml of methylene chloride for about 12 hours. The solvent was then removed under vacuum leaving an oily residue which was dissolved in hot toluene. Upon cooling, a white crystalline material separated and was collected by filtration. The white crystals were recrystallized from toluene leaving a residue which was mixed with about ... Starting materials: [Br-], CC#C[Mg+], C1CCOC1, COCCOC, O=Cc1cccc(C(=O)C(=O)c2ccc(OC(F)F)cc2)c1. Product: CC#CC(O)c1cccc(C(=O)C(=O)c2ccc(OC(F)F)cc2)c1. As a reaction SMILES: [Br-:23].[C:24](#[C:25][CH3:26])[Mg+:27].[CH2:34]1[O:35][CH2:36][CH2:37][CH2:38]1.[CH3:28][O:29][CH2:30][CH2:31][O:32][CH3:33].[F:1][CH:2]([O:3][c:4]1[cH:5][cH:6][c:7]([C:10]([C:11](=[O:12])[c:13]2[cH:14][c:15]([CH:16]=[O:17])[cH:18][cH:19][cH:20]2)=[O:21])[cH:8][cH:9]1)[F:22]>>[F:1][CH:2]([O:3][c:4]1[cH:5][cH:6][c:7]([C:10]([C:11](=[O:12])[c:13]2[cH:14][c:15]([CH:16]([OH:17])[C:24]#[C:25][CH3:26])[cH:18][cH:19][cH:20]2)=[O:21])[cH:8][cH:9]1)[F:22].